From a dataset of the Open Reaction Database (ORD), a public repository of structured organic reaction records. describe an organic reaction: reactants, conditions, products, and yield Reactants: C[C@H](CS)C(=O)N1CCC[C@H]1C(=O)O (Captopril), C(C)(C)N(C(C)C)CC (N,N-diisopropyl ethylamine), ClCCCCOC(=O)Cl (4-chlorobutylchloroformate). Solvent: O.CC#N (H2O CH3CN). Reaction conditions: temperature 0 celsius, time 4 hour. The product is ClCCCCOC(=O)SC[C@H](C(=O)N1[C@H](C(=O)O)CCC1)C (1-[(2S)-3-(4-chlorobutoxycarbonyl)mercapto-2-methyl-1-oxopropyl]-L-proline). The yield is 104.2%. RXN SMILES: [CH3:1][C@@H:2]([C:5]([N:7]1[C@H:11]([C:12]([OH:14])=[O:13])[CH2:10][CH2:9][CH2:8]1)=[O:6])[CH2:3][SH:4].C(N(CC)C(C)C)(C)C.[Cl:24][CH2:25][CH2:26][CH2:27][CH2:28][O:29][C:30](Cl)=[O:31]>O.CC#N>[Cl:24][CH2:25][CH2:26][CH2:27][CH2:28][O:29][C:30]([S:4][CH2:3][C@@H:2]([CH3:1])[C:5]([N:7]1[CH2:8][CH2:9][CH2:10][C@H:11]1[C:12]([OH:14])=[O:13])=[O:6])=[O:31] |f:3.4|. Procedure details: Captopril (3.50 g, 0.0161 Mol) and N,N-diisopropyl ethylamine (6.80 ml, 0.039 Mol) were dissolved in H2O/CH3CN (80 ml, 1:1) and the mixture was cooled to 0° C. Then 4-chlorobutylchloroformate (2.70 ml, 0.0198 Mol) was added and the reaction was slowly warmed to room temperature and stirred for 4 h. The mixture was then partitioned between HCl (4%, 100 ml) and EtOAc (100 ml). The organic layer was separated and the aqueous phase was extracted with EtOAc (2×100 ml). The combined organic phases wer... Reactants: CCOC(C)=O, CCC(C)C(C)Oc1ccc2c(n1)OCCN(C(=O)OC(C)(C)C)C2, Cl. Yields the product CCC(C)C(C)Oc1ccc2c(n1)OCCNC2, Cl. As a reaction SMILES: [C:26]([O:27][CH2:28][CH3:29])(=[O:30])[CH3:31].[CH3:1][CH:2]([CH:3]([CH2:4][CH3:5])[CH3:6])[O:7][c:8]1[cH:9][cH:10][c:11]2[c:17]([n:18]1)[O:16][CH2:15][CH2:14][N:13]([C:19]([O:20][C:21]([CH3:22])([CH3:23])[CH3:24])=[O:25])[CH2:12]2.[ClH:32]>>[CH3:1][CH:2]([CH:3]([CH2:4][CH3:5])[CH3:6])[O:7][c:8]1[cH:9][cH:10][c:11]2[c:17]([n:18]1)[O:16][CH2:15][CH2:14][NH:13][CH2:12]2.[ClH:32].